This data is from the Open Reaction Database (ORD), a public repository of structured organic reaction records. The task is: describe an organic reaction: reactants, conditions, products, and yield Starting materials: C1=CC2=C(C=C1C=O)OCO2 (piperonal), C(C)(=O)[O-].[NH4+] (ammonium acetate), [N+](=O)([O-])CC (nitroethane). Conditions: temperature 105 celsius. The product is [N+](=O)([O-])C(=CC1=CC2=C(OCO2)C=C1)C (5-(2-nitroprop-1-enyl)benzo[d][1,3]dioxole). The yield is 40.0%. Reaction SMILES: [CH:1]1[C:6]([CH:7]=O)=[CH:5][C:4]2[O:9][CH2:10][O:11][C:3]=2[CH:2]=1.C([O-])(=O)C.[NH4+].[N+:17]([CH2:20][CH3:21])([O-:19])=[O:18]>>[N+:17]([C:20]([CH3:21])=[CH:7][C:6]1[CH:1]=[CH:2][C:3]2[O:11][CH2:10][O:9][C:4]=2[CH:5]=1)([O-:19])=[O:18] |f:1.2|. Procedure details: 5.00 g (33.3 mmol) piperonal (Aldrich, Milwaukee, Wis.), 12.8 g (167 mmol) ammonium acetate (Fluke), and 50 g (670 Mmol) nitroethane, 98% (Aldrich) were combined in a 100 ml round bottom flask equipped with magnetic stirrer and nitrogen inlet. The reaction mixture was heated to 105° C. for 90 minutes and the solvent was removed under vacuum to give a dark yellow liquid which was recrystallized from cold methyl alcohol three times to give a yellow crystalline solid in 40% yield. 1H NMR spectra is... Reactants: N(O)=C(C#N)C=1C=NC=CC1 (alpha-oximino-3-pyridylacetonitrile), Cl.NO (hydroxylamine hydrochloride), C(C)(=O)[O-].[Na+] (sodium acetate). Run in C(C)O (ethanol). Yields the product N(O)=C(C(N)=NO)C=1C=NC=CC1 (alpha-oximino-3-pyridylacetamidoxime). RXN SMILES: [N:1](=[C:3]([C:6]1[CH:7]=[N:8][CH:9]=[CH:10][CH:11]=1)[C:4]#[N:5])[OH:2].Cl.[NH2:13][OH:14].C([O-])(=O)C.[Na+]>C(O)C>[N:1](=[C:3]([C:6]1[CH:7]=[N:8][CH:9]=[CH:10][CH:11]=1)[C:4](=[N:13][OH:14])[NH2:5])[OH:2] |f:1.2,3.4|. Procedure: A mixture of alpha-oximino-3-pyridylacetonitrile (41.0 g, 279 mmol), hydroxylamine hydrochloride (21.5 g, 310 mmol) and sodium acetate (50.8 g, 620 mmol) in ethanol (99.9%, 500 ml) was refluxed for 4 h. After cooling, the precipitate was collected by filtration and dried. The precipitate contained the wanted product and sodium acetate (85 g, 168%); M+ : 180.